This data is from the Open Reaction Database (ORD), a public repository of structured organic reaction records. The task is: describe an organic reaction: reactants, conditions, products, and yield Starting materials: CCCCOCCOc1ccc(-c2ccc3c(c2)C=C(C(=O)OCC)CCCO3)cc1, C1CCOC1, CO, [Na+], [OH-]. The product is CCCCOCCOc1ccc(-c2ccc3c(c2)C=C(C(=O)O)CCCO3)cc1. RXN SMILES: [CH2:1]([CH2:2][CH2:3][CH3:4])[O:5][CH2:6][CH2:7][O:8][c:9]1[cH:10][cH:11][c:12](-[c:15]2[cH:16][cH:17][c:18]3[c:19]([cH:31]2)[CH:20]=[C:21]([C:26](=[O:27])[O:28][CH2:29][CH3:30])[CH2:22][CH2:23][CH2:24][O:25]3)[cH:13][cH:14]1.[CH2:34]1[O:35][CH2:36][CH2:37][CH2:38]1.[CH3:39][OH:40].[Na+:33].[OH-:32]>>[CH2:1]([CH2:2][CH2:3][CH3:4])[O:5][CH2:6][CH2:7][O:8][c:9]1[cH:10][cH:11][c:12](-[c:15]2[cH:16][cH:17][c:18]3[c:19]([cH:31]2)[CH:20]=[C:21]([C:26](=[O:27])[OH:28])[CH2:22][CH2:23][CH2:24][O:25]3)[cH:13][cH:14]1. Reactants: C1[C@H](O)[C@H](O)CO1 (1,4-anhydroerythritol), [Na] (sodium), C(#N)[BH3-].[Na+] (sodium cyanoborohydride), C(C1=CC=CC=C1)N1C[C@@H](CC1)N ((R)-1-benzyl-pyrrolidin-3-ylamine). Solvent: C(C)#N (Acetonitrile), O (water), C(C)#N (acetonitrile), C(C)#N (acetonitrile). Run at time 16 hour. Yields the product C(C1=CC=CC=C1)N1C[C@@H](CC1)N1CCOCC1 (4-((R)-1-Benzyl-pyrrolidin-3-yl)-morpholine). Isolated yield 27.1%. RXN SMILES: [CH2:1]1[O:7][CH2:6][C@@H:4](O)[C@H:2]1O.[Na].[CH2:9]([N:16]1[CH2:20][CH2:19][C@@H:18]([NH2:21])[CH2:17]1)[C:10]1[CH:15]=[CH:14][CH:13]=[CH:12][CH:11]=1.C([BH3-])#N.[Na+]>O.C(#N)C>[CH2:9]([N:16]1[CH2:20][CH2:19][C@@H:18]([N:21]2[CH2:4][CH2:6][O:7][CH2:1][CH2:2]2)[CH2:17]1)[C:10]1[CH:11]=[CH:12][CH:13]=[CH:14][CH:15]=1 |f:3.4,^1:7|. Procedure: To a solution of 1,4-anhydroerythritol (1.9 g, 18 mmol) in water (10 ml) was added sodium periodiate (0.7 g, 18 mmol) and the reaction stirred for 16 h. Acetonitrile (10 ml) was added to the mixture and the reaction was filtered to remove precipitated salts. (R)-1-benzyl-pyrrolidin-3-ylamine (1.0 g, 6 mmol) was added as a solution in acetonitrile (5 ml) to the filtrate, followed by sodium cyanoborohydride (1.1 g, 18 mmol). The reaction was stirred for 10 minutes after which time the reaction the...